This data is from the Open Reaction Database (ORD), a public repository of structured organic reaction records. The task is: describe an organic reaction: reactants, conditions, products, and yield Reactants: CCCCCC (hexane), C[Si](Cl)(Cl)C (dimethyldichlorosilan), [Cl-].[NH4+] (ammonium chloride), 2-n-propyl-4-(9-phenantolyl)indene, C(CCC)[Li] (n-butyl lithium). Reagents/catalysts: [Cu](C#N)C#N (copper cyanide). Run in CCOCC (ether), CCOCC (ether). Product: C(CC)C=1CC2=CC=CC(=C2C1)C=1C2=CC=CC=C2C=2C=CC=CC2C1 (2-n-propyl-4-(9-phenanthryl)indene). The yield is 54.0%. RXN SMILES: [CH3:1][CH2:2][CH2:3][CH2:4][CH2:5][CH3:6].[CH2:7]([Li])[CH2:8][CH2:9][CH3:10].C[Si](C)(Cl)Cl.[Cl-].[NH4+]>CCOCC.[Cu](C#N)C#N>[CH2:3]([C:4]1[CH2:10][C:9]2[C:6]([CH:5]=1)=[C:2]([C:3]1[C:3]3[C:2]([C:6]4[CH:1]=[CH:2][CH:3]=[CH:4][C:5]=4[CH:4]=1)=[CH:1][CH:6]=[CH:5][CH:4]=3)[CH:1]=[CH:7][CH:8]=2)[CH2:2][CH3:1] |f:3.4|. Procedure: A 300-ml four-necked round flask equipped with a stirring bar, a Dimroth condenser, a dropping funnel and a thermometer was charged with 6.20 g (18.5 mmol) of 2-n-propyl-4-(9-phenantolyl)indene, 120 ml of dry ether and 50 mg of copper cyanide. To the mixture was added dropwise 12.5 ml (20.4 mmol) of a hexane solution containing 1.63M n-butyl lithium while cooling with ice bath. After the addition was completed, the mixture was stirred under reflux for 1.5 hours. Then, to the resulting mixture wa... The reagents and catalysts are [Pd](Cl)Cl.C1(=CC=CC=C1)P([C-]1C=CC=C1)C1=CC=CC=C1.[C-]1(C=CC=C1)P(C1=CC=CC=C1)C1=CC=CC=C1.[Fe+2] ((1,1′bis-(diphenylphosphino)-ferrocene) palladium dichloride). Reported procedure: To a solution of 4-bromo-1-methyl-1H-pyrazole-3-carboxamide (10.0 mg, 0.0490 mmol) in DMF (2 mL, 20 mmol) was added thionyl chloride (0.1 mL, 1 mmol) at 0° C., and the mixture was allowed to warm to rt. The material was extracted with EtOAc, and washed with sat. NaHCO3 (3×). The organic layer was concentrated in vacuo. 3-[(S)-1-(2-Chloro-3-fluoro-6-methoxyphenyl)-ethyl]-5-(4,4,5,5-tetramethyl-[1,3,2]dioxaborolan-2-yl)-1H-pyrrolo[2,3-b]pyridine (10.0 mg, 0.0232 mmol), (1,1′bis-(diphenylphosphino)... As a reaction SMILES: Br[C:2]1[C:3]([C:8]([NH2:10])=O)=[N:4][N:5]([CH3:7])[CH:6]=1.CN(C=O)C.S(Cl)(Cl)=O.[Cl:20][C:21]1[C:26]([F:27])=[CH:25][CH:24]=[C:23]([O:28][CH3:29])[C:22]=1[C@H:30]([C:32]1[C:40]2[C:35](=[N:36][CH:37]=[C:38](B3OC(C)(C)C(C)(C)O3)[CH:39]=2)[NH:34][CH:33]=1)[CH3:31].C([O-])([O-])=O.[K+].[K+].O>[Pd](Cl)Cl.C1(P(C2C=CC=CC=2)[C-]2C=CC=C2)C=CC=CC=1.[C-]1(P(C2C=CC=CC=2)C2C=CC=CC=2)C=CC=C1.[Fe+2].O1CCOCC1>[Cl:20][C:21]1[C:26]([F:27])=[CH:25][CH:24]=[C:23]([O:28][CH3:29])[C:22]=1[C@H:30]([C:32]1[C:40]2[C:35](=[N:36][CH:37]=[C:38]([C:2]3[C:3]([C:8]#[N:10])=[N:4][N:5]([CH3:7])[CH:6]=3)[CH:39]=2)[NH:34][CH:33]=1)[CH3:31] |f:4.5.6,8.9.10.11|. The solvent is O1CCOCC1 (dioxane). The reactants are BrC=1C(=NN(C1)C)C(=O)N (4-bromo-1-methyl-1H-pyrazole-3-carboxamide), CN(C)C=O (DMF), S(=O)(Cl)Cl (thionyl chloride), ClC1=C(C(=CC=C1F)OC)[C@@H](C)C1=CNC2=NC=C(C=C21)B2OC(C(O2)(C)C)(C)C (3-[(S)-1-(2-Chloro-3-fluoro-6-methoxyphenyl)-ethyl]-5-(4,4,5,5-tetramethyl-[1,3,2]dioxaborolan-2-yl)-1H-pyrrolo[2,3-b]pyridine), C(=O)([O-])[O-].[K+].[K+] (K2CO3), O (H2O). Yields the product ClC1=C(C(=CC=C1F)OC)[C@@H](C)C1=CNC2=NC=C(C=C21)C=2C(=NN(C2)C)C#N (4-{3-[(1S)-1-(2-Chloro-3-fluoro-6-methoxyphenyl)ethyl]-1H-pyrrolo[2,3-b]pyridin-5-yl}-1-methyl-1H-pyrazole-3-carbonitrile). Reactants: [Cl-] (chloride), ClC1=CC=C(C=C1)C=CC(=O)C1(CC1)Cl (1-chlorocyclopropyl 4-chlorophenyl-ethenyl ketone), [H][H] (hydrogen). Solvent: C1(=CC=CC=C1)C (toluene). Run at temperature 50 celsius. The product is ClC1=CC=C(C=C1)CCC(=O)C1(CC1)Cl (1-chlorocyclopropyl 4-chlorophenylethyl ketone). Yield: 90.5%. RXN SMILES: [Cl-].[Cl:2][C:3]1[CH:8]=[CH:7][C:6]([CH:9]=[CH:10][C:11]([C:13]2([Cl:16])[CH2:15][CH2:14]2)=[O:12])=[CH:5][CH:4]=1.[H][H]>C1(C)C=CC=CC=1>[Cl:2][C:3]1[CH:4]=[CH:5][C:6]([CH2:9][CH2:10][C:11]([C:13]2([Cl:16])[CH2:15][CH2:14]2)=[O:12])=[CH:7][CH:8]=1. Procedure details: 460 mg (0.5 mmol) of tris-triphenylphosphinerodium chloride (=1 mol %, with respect to the reaction component) are added to a 100 ml autoclave. After purging with nitrogen, an air-free solution of 12 g (0.05 mol) of 1-chlorocyclopropyl 4-chlorophenyl-ethenyl ketone in 40 ml of toluene is added and the mixture is heated to 50° C. under a hydrogen pressure of 30 bar. The hydrogen pressure is held between 40 and 50 bar until gas uptake has ended (after about 1 hour). The mixture is then allowed to ... The reactants are [H-].[Na+] (sodium hydride), ice water, CC1=NC2=C(C=C(C=C2C(=C1C)O)C(C)(C)C)F (2,3-dimethyl-6-t-butyl-8-fluoro-4-hydroxyquinoline), COCC(=O)Cl (methoxyacetyl chloride). Solvent: O1CCCC1 (tetrahydrofuran). Reaction conditions: time 30 minute. Product: CC1=NC2=C(C=C(C=C2C(=C1C)C(COC)=O)C(C)(C)C)F (2,3-dimethyl-6-t-butyl-8-fluoro-4-methoxyacetylquinoline). Reaction SMILES: [H-].[Na+].[CH3:3][C:4]1[C:13]([CH3:14])=[C:12](O)[C:11]2[C:6](=[C:7]([F:20])[CH:8]=[C:9]([C:16]([CH3:19])([CH3:18])[CH3:17])[CH:10]=2)[N:5]=1.[CH3:21][O:22][CH2:23][C:24](Cl)=[O:25]>O1CCCC1>[CH3:3][C:4]1[C:13]([CH3:14])=[C:12]([C:24](=[O:25])[CH2:23][O:22][CH3:21])[C:11]2[C:6](=[C:7]([F:20])[CH:8]=[C:9]([C:16]([CH3:19])([CH3:18])[CH3:17])[CH:10]=2)[N:5]=1 |f:0.1|. Procedure details: In tetrahydrofuran (10 ml) was suspended 60% sodium hydride (165 mg). The compound 1 (680 mg) was added to the suspension under ice cooling, and the mixture was stirred for 30 min. Further, methoxyacetyl chloride (200 μl) was added thereto, and the mixture was stirred for 3 hr. The reaction solution thus obtained was poured into ice water, and the mixture was extracted with ethyl acetate. The ethyl acetate layer was washed with a saturated aqueous sodium hydrogencarbonate solution and saturated ... RXN SMILES: [C:11]([CH3:12])([CH3:13])([CH3:14])[O:15][C:16](=[O:17])[N:18]1[CH2:19][CH2:20][CH:21]([NH2:24])[CH2:22][CH2:23]1.[CH2:25]([N:26]([CH:27]([CH3:28])[CH3:29])[CH:30]([CH3:31])[CH3:32])[CH3:33].[CH3:34][C:35]#[N:36].[Cl:1][c:2]1[c:3]2[n:4][cH:5][nH:6][c:7]2[n:8][cH:9][n:10]1>>[c:2]1([NH:24][CH:21]2[CH2:20][CH2:19][N:18]([C:16]([O:15][C:11]([CH3:12])([CH3:13])[CH3:14])=[O:17])[CH2:23][CH2:22]2)[c:3]2[n:4][cH:5][nH:6][c:7]2[n:8][cH:9][n:10]1. Product: CC(C)(C)OC(=O)N1CCC(Nc2ncnc3[nH]cnc23)CC1. Reactants: CC(C)(C)OC(=O)N1CCC(N)CC1, CCN(C(C)C)C(C)C, CC#N, Clc1ncnc2[nH]cnc12. Starting materials: C(C)(=O)[O-].[Na+] (sodium acetate), BrC1=C(C=CC=C1)C(C)=O (2'-Bromoacetophenone), [Na] (sodium), CN(C)C=NC=[N+](C)C.[Cl-] (Gold's Reagent), amine, CSC(=C[N+](=O)[O-])SC (1,1-bis(methylthio)-2-nitroethylene), C(C)(=O)[O-].[Na+] (sodium acetate). The solvent is CO (methanol), C(C)O (ethanol). Yields the product NC1=NC(=CC=C1[N+](=O)[O-])C1=C(C=CC=C1)Br (2-amino-6-(2-bromophenyl)-3-nitropyridine). Yield: 11.9%. Reaction SMILES: [Br:1][C:2]1[CH:7]=[CH:6][CH:5]=[CH:4][C:3]=1[C:8](=O)[CH3:9].[Na].CN(C=[N:16][CH:17]=[N+:18](C)C)C.[Cl-].CS[C:24](SC)=[CH:25][N+:26]([O-:28])=[O:27].C([O-])(=O)C.[Na+]>CO.C(O)C>[NH2:16][C:17]1[C:25]([N+:26]([O-:28])=[O:27])=[CH:24][CH:9]=[C:8]([C:3]2[CH:4]=[CH:5][CH:6]=[CH:7][C:2]=2[Br:1])[N:18]=1 |f:2.3,5.6,^1:10|. Procedure: 2'-Bromoacetophenone(0.1 moles, 20.0 g) was reacted with sodium mothoxide (0.13 moles) in 150 ml methanol and treated with Gold's Reagent (0.13 moles, 21.2 g) according to the procedure in J. Org, Chem, 45: 4525 (1988). The intermediate was purified by chromatography over silica gel eluted with 75-100% ethyl acetate in hexane. The resulting amine was dissolved in ethanol with 1,1-bis(methylthio)-2-nitroethylene (0.074 moles, 12.3 g) and sodium acetate (22.5 g) and refluxed for two hours. An addi...